The task is: describe an organic reaction: reactants, conditions, products, and yield. This data is from the Open Reaction Database (ORD), a public repository of structured organic reaction records. Starting materials: FC1=NC=CC=C1C1=C2N=CN(C2=NC=N1)C1OCCCC1 (6-(2-fluoropyridin-3-yl)-9-(tetrahydro-2H-pyran-2-yl)-9H-purine), CC1=CC=C2C(=NC=NC2=C1N)SC (7-methyl-4-(methylthio)quinazolin-8-amine), [Li+].C[Si](C)(C)[N-][Si](C)(C)C (LiHMDS), C1CCOC1 (THF). Run in CC(=O)O (HOAc), O1CCOCC1 (dioxane). Reaction conditions: time 6 hour. Yields the product O1C(CCCC1)N1C2=NC=NC(=C2N=C1)C=1C(=NC=CC1)C1=NC2=C(C=CC=C2C=N1)N (3-(9-(tetrahydro-2H-pyran-2-yl)-9H-purin-6-yl)pyridin-2-ylquinazolin-8-amine). Reaction SMILES: F[C:2]1[C:7]([C:8]2[N:16]=[CH:15][N:14]=[C:13]3[C:9]=2[N:10]=[CH:11][N:12]3[CH:17]2[CH2:22][CH2:21][CH2:20][CH2:19][O:18]2)=[CH:6][CH:5]=[CH:4][N:3]=1.C[C:24]1[C:33]([NH2:34])=[C:32]2[C:27]([C:28](SC)=[N:29][CH:30]=[N:31]2)=[CH:26][CH:25]=1.[Li+].C[Si]([N-][Si](C)(C)C)(C)C.C1COCC1>CC(O)=O.O1CCOCC1>[O:18]1[CH2:19][CH2:20][CH2:21][CH2:22][CH:17]1[N:12]1[CH:11]=[N:10][C:9]2[C:13]1=[N:14][CH:15]=[N:16][C:8]=2[C:7]1[C:2]([C:30]2[N:29]=[CH:28][C:27]3[C:32](=[C:33]([NH2:34])[CH:24]=[CH:25][CH:26]=3)[N:31]=2)=[N:3][CH:4]=[CH:5][CH:6]=1 |f:2.3|. Procedure: A 250 ml flask was charged with 6-(2-fluoropyridin-3-yl)-9-(tetrahydro-2H-pyran-2-yl)-9H-purine (2.92 g, 9.74 mmol) and 7-methyl-4-(methylthio)quinazolin-8-amine (2.00 g, 9.74 mmol) along with 20 ml of dioxane. 1.0 M LiHMDS in THF (29.2 ml, 29.2 mmol) was then added dropwise at RT. The reaction was stirred for 6 hrs and then treated with 5 ml of HOAc. The volatiles were removed under vacuum. The residue was dissolved in chloroform and washed (2×) with an aqueous saturated solution of sodium bica... The reactants are CN(C)C=O, Cc1ccc(-c2ccc3c(c2)C=C(C(=O)Nc2ccc(CCl)cc2)CCO3)cc1, NC1CCCCC1. Yields the product Cc1ccc(-c2ccc3c(c2)C=C(C(=O)Nc2ccc(CNC4CCCCC4)cc2)CCO3)cc1. As a reaction SMILES: [CH3:37][N:38]([CH3:39])[CH:40]=[O:41].[Cl:1][CH2:2][c:3]1[cH:4][cH:5][c:6]([NH:9][C:10](=[O:11])[C:12]2=[CH:18][c:17]3[c:16]([cH:22][cH:21][c:20](-[c:23]4[cH:24][cH:25][c:26]([CH3:29])[cH:27][cH:28]4)[cH:19]3)[O:15][CH2:14][CH2:13]2)[cH:7][cH:8]1.[NH2:30][CH:31]1[CH2:32][CH2:33][CH2:34][CH2:35][CH2:36]1>>[CH2:2]([c:3]1[cH:4][cH:5][c:6]([NH:9][C:10](=[O:11])[C:12]2=[CH:18][c:17]3[c:16]([cH:22][cH:21][c:20](-[c:23]4[cH:24][cH:25][c:26]([CH3:29])[cH:27][cH:28]4)[cH:19]3)[O:15][CH2:14][CH2:13]2)[cH:7][cH:8]1)[NH:30][CH:31]1[CH2:32][CH2:33][CH2:34][CH2:35][CH2:36]1. Starting materials: OCCC(F)(F)F, Cc1ccc(S(=O)(=O)Cl)cc1, c1ccncc1. Yields the product Cc1ccc(S(=O)(=O)OCCC(F)(F)F)cc1. Reaction SMILES: [F:1][C:2]([CH2:3][CH2:4][OH:5])([F:6])[F:7].[c:8]1([CH3:18])[cH:9][cH:10][c:11]([S:14](=[O:15])(=[O:16])[Cl:17])[cH:12][cH:13]1.[cH:19]1[cH:20][cH:21][n:22][cH:23][cH:24]1>>[F:1][C:2]([CH2:3][CH2:4][O:5][S:14]([c:11]1[cH:10][cH:9][c:8]([CH3:18])[cH:13][cH:12]1)(=[O:15])=[O:16])([F:6])[F:7]. Reactants: CC(C)(C)OC(=O)OC(C)(C)C, NCCO, [Na+], C1COCCO1, [OH-]. Yields the product CC(C)(C)OC(=O)NCCO. Reaction SMILES: [C:5]([CH3:6])([CH3:7])([CH3:8])[O:9][C:10]([O:11][C:13]([CH3:14])([CH3:15])[CH3:16])=[O:12].[NH2:1][CH2:2][CH2:3][OH:4].[Na+:18].[O:19]1[CH2:20][CH2:21][O:22][CH2:23][CH2:24]1.[OH-:17]>>[NH:1]([CH2:2][CH2:3][OH:4])[C:10]([O:9][C:5]([CH3:6])([CH3:7])[CH3:8])=[O:11]. Starting materials: [BH4-].[Na+] (Sodium borohydride), CC1=CC=C2CCC(C2=C1)=O (6-methyl-indane-1-one), O (water). Solvent: CO (methanol). Run at time 1 hour. Product: CC1=CC=C2CCC(C2=C1)O (6-methylindane-1-ol). Yield: 108.5%. Reaction SMILES: [BH4-].[Na+].[CH3:3][C:4]1[CH:12]=[C:11]2[C:7]([CH2:8][CH2:9][C:10]2=[O:13])=[CH:6][CH:5]=1.O>CO>[CH3:3][C:4]1[CH:12]=[C:11]2[C:7]([CH2:8][CH2:9][CH:10]2[OH:13])=[CH:6][CH:5]=1 |f:0.1|. Procedure details: Sodium borohydride (1.3 g) was added to a solution of 6-methyl-indane-1-one (5.0 g) in methanol (50 ml) at 0° C., and the mixture was stirred for one hour. The reaction mixture was poured into ice-cooled water, and extracted with ethyl acetate. The organic layer was washed with saturated saline solution and dried over anhydrous sodium sulfate. After filtration, the filtrate was concentrated to obtain 6-methylindane-1-ol (5.5 g). To a solution of 6-methylindane-1-ol in toluene (50 ml) was added p... As a reaction SMILES: [CH3:1][C:2]1[CH:3]=[C:4]([C:8](=[NH:13])[O:9][CH2:10][CH2:11][CH3:12])[CH:5]=[N:6][CH:7]=1.[N:14]#[C:15]N>>[C:15]([N:13]=[C:8]([C:4]1[CH:5]=[N:6][CH:7]=[C:2]([CH3:1])[CH:3]=1)[O:9][CH2:10][CH2:11][CH3:12])#[N:14]. The product is crude product, C(#N)N=C(OCCC)C=1C=NC=C(C1)C (propyl N-cyano-5-methyl-3-pyridinecarboximidate). Starting materials: CC=1C=C(C=NC1)C(OCCC)=N (propyl 5-methyl-3-pyridinecarboximidate), N#CN (cyanamide), Na2HPO4, NaH2PO4. Conditions: time 5 hour. Procedure: To propyl 5-methyl-3-pyridinecarboximidate was then added an aqueous solution (100 ml) of cyanamide (1.42 g, 33.8 mmol), Na2HPO4 (2.40 g, 16.9 mmol) and NaH2PO4 ·2H2O (10.56 g, 67.7 mmol). The mixture was stirred at room temperature for 5 hours and extracted with chloroform (100 ml×3). The chloroform layer was dried over anhydrous sodium sulfate and concentrated under reduced pressure to give a crude product of propyl N-cyano-5-methyl-3-pyridinecarboximidate (2.54 g). IR (neat) cm-1 : 2200, 1610... The reactants are FC=1C=C(C=CC1C(F)(F)F)C=1SC(=C(N1)C)CO ([2-(3-fluoro-4-trifluoromethyl-phenyl)-4-methyl-thiazol-5-yl]-methanol), C(CCC)P(CCCC)CCCC (tributylphosphine), CN(C(=O)N=NC(=O)N(C)C)C (N,N,N′,N′-tetramethyl azodicarboxamide), C(C)(C)(C)OC(CN1C=CC2=CC=C(C=C12)O)=O ((6-hydroxy-indol-1-yl)-acetic acid tert-butyl ester). Product: C(C)(C)(C)OC(CN1C=CC2=CC=C(C=C12)OCC1=C(N=C(S1)C1=CC(=C(C=C1)C(F)(F)F)F)C)=O ({6-[2-(3-fluoro-4-trifluoromethyl-phenyl)-4-methyl-thiazol-5-ylmethoxy]-indol-1-yl}-acetic acid tert-butyl ester). Reaction SMILES: [C:1]([O:5][C:6](=[O:18])[CH2:7][N:8]1[C:16]2[C:11](=[CH:12][CH:13]=[C:14]([OH:17])[CH:15]=2)[CH:10]=[CH:9]1)([CH3:4])([CH3:3])[CH3:2].[F:19][C:20]1[CH:21]=[C:22]([C:30]2[S:31][C:32]([CH2:36]O)=[C:33]([CH3:35])[N:34]=2)[CH:23]=[CH:24][C:25]=1[C:26]([F:29])([F:28])[F:27].C(P(CCCC)CCCC)CCC.CN(C)C(N=NC(N(C)C)=O)=O>>[C:1]([O:5][C:6](=[O:18])[CH2:7][N:8]1[C:16]2[C:11](=[CH:12][CH:13]=[C:14]([O:17][CH2:36][C:32]3[S:31][C:30]([C:22]4[CH:23]=[CH:24][C:25]([C:26]([F:29])([F:27])[F:28])=[C:20]([F:19])[CH:21]=4)=[N:34][C:33]=3[CH3:35])[CH:15]=2)[CH:10]=[CH:9]1)([CH3:4])([CH3:2])[CH3:3]. Procedure details: In analogy to the procedure described in example 3 c], (6-hydroxy-indol-1-yl)-acetic acid tert-butyl ester (example 6 b]) was reacted with [2-(3-fluoro-4-trifluoromethyl-phenyl)-4-methyl-thiazol-5-yl]-methanol [PCT Int. Appl. (2002), WO 0228434 A2] in the presence of tributylphosphine and N,N,N′,N′-tetramethyl azodicarboxamide to obtain {6-[2-(3-fluoro-4-trifluoromethyl-phenyl)-4-methyl-thiazol-5-ylmethoxy]-indol-1-yl}-acetic acid tert-butyl ester as light yellow gum. Starting materials: O (water), diol, C1(=CC=CC=C1)C (toluene), C(CCC)[Sn](CCCC)=O (di-n-butyltin oxide), 2-L. Yields the product OC[C@H]1[C@@H](CCCC1)O.C(CCC)[Sn]CCCC (Dibutyltin trans-2-Hydroxymethyl-1-cyclohexanol). Reaction SMILES: [CH2:1]([Sn:5](=[O:10])[CH2:6][CH2:7][CH2:8][CH3:9])[CH2:2][CH2:3][CH3:4].[OH2:11].[C:12]1([CH3:18])[CH:17]=[CH:16][CH:15]=[CH:14][CH:13]=1>>[OH:11][CH2:18][C@@H:12]1[CH2:17][CH2:16][CH2:15][CH2:14][C@H:13]1[OH:10].[CH2:1]([Sn:5][CH2:6][CH2:7][CH2:8][CH3:9])[CH2:2][CH2:3][CH3:4] |f:3.4|. Procedure details: The dibutyltin intermediate was prepared by a synthetic procedure reported in the literature. The diol 4 (80.4 g, 0.61 moles) was dissolved in 1 L toluene and transferred to a three-neck, 2-L flask fitted with a mechanical stirrer, thermometer, Dean Stark trap with extension adapter, and a reflux condenser. To the stirred reaction mixture was added 153.8 g 98% purity di-n-butyltin oxide, (Bu)2SnO. The mixture was then heated to reflux to azeotrope off the water of reaction. Initially, considerab... Starting materials: C(C)(=O)N1C2CNCC1CC2 (N8 -acetyl-3,8-diazabicyclo[3.2.1]octane), C(C=CC1=CC=CC=C1)Cl (cinnamyl chloride), C([O-])([O-])=O.[K+].[K+] (potassium carbonate). Run in CC(=O)C (acetone). Product: C(C)(=O)N1C2CN(CC1CC2)CC=CC2=CC=CC=C2 (N8 -Acetyl-N3 -cinnamyl-3,8-diazabicyclo[3.2.1]octane). As a reaction SMILES: [C:1]([N:4]1[CH:9]2[CH2:10][CH2:11][CH:5]1[CH2:6][NH:7][CH2:8]2)(=[O:3])[CH3:2].[CH2:12](Cl)[CH:13]=[CH:14][C:15]1[CH:20]=[CH:19][CH:18]=[CH:17][CH:16]=1.C(=O)([O-])[O-].[K+].[K+]>CC(C)=O>[C:1]([N:4]1[CH:5]2[CH2:11][CH2:10][CH:9]1[CH2:8][N:7]([CH2:12][CH:13]=[CH:14][C:15]1[CH:20]=[CH:19][CH:18]=[CH:17][CH:16]=1)[CH2:6]2)(=[O:3])[CH3:2] |f:2.3.4|. Reported procedure: N8 -acetyl-3,8-diazabicyclo[3.2.1]octane was reacted with equimolar amounts of cinnamyl chloride, in the presence of potassium carbonate in acetone under reflux, checking the reaction by thin layer chromatography (TLC). When the reaction was completed, the inorganic salt was filtered off and the filtrate evaporated to dryness. The residue was purified by chromatography (1:1 CHCl3 /Ethyl acetate). N8 -Acetyl-N3 -cinnamyl-3,8-diazabicyclo[3.2.1]octane was obtained, the elementary analysis being in...